This data is from the Open Reaction Database (ORD), a public repository of structured organic reaction records. The task is: describe an organic reaction: reactants, conditions, products, and yield Reactants: COc1ccc2cc(Br)ccc2c1, CN(C)C=O. Yields the product COc1ccc2cc(C=O)ccc2c1. Reaction SMILES: [Br:1][c:2]1[cH:3][c:4]2[cH:5][cH:6][c:7]([O:12][CH3:13])[cH:8][c:9]2[cH:10][cH:11]1.[CH3:14][N:15]([CH:16]=[O:17])[CH3:18]>>[c:2]1([CH:16]=[O:17])[cH:3][c:4]2[cH:5][cH:6][c:7]([O:12][CH3:13])[cH:8][c:9]2[cH:10][cH:11]1. Reactants: CCOC(=O)c1csc(C(C)(C)C)n1, C1CCOC1, Cl, [Li+], [OH-], O. The product is CC(C)(C)c1nc(C(=O)O)cs1. RXN SMILES: [C:3]([CH3:4])([CH3:5])([CH3:6])[c:7]1[s:8][cH:9][c:10]([C:12](=[O:13])[O:14][CH2:15][CH3:16])[n:11]1.[CH2:18]1[O:19][CH2:20][CH2:21][CH2:22]1.[ClH:17].[Li+:1].[OH-:2].[OH2:23]>>[C:3]([CH3:4])([CH3:5])([CH3:6])[c:7]1[s:8][cH:9][c:10]([C:12](=[O:13])[OH:14])[n:11]1. Reactants: C=CCC(CO)(CC=C)c1ccc(C(=O)OC)cc1, Cc1cc(O)cc(C)c1-c1ccc(C(F)(F)F)cc1, Cc1ccccc1, CO, O=C(N=NC(=O)N1CCCCC1)N1CCCCC1, c1ccc(P(c2ccccc2)c2ccccc2)cc1. The product is C=CCC(CC=C)(COc1cc(C)c(-c2ccc(C(F)(F)F)cc2)c(C)c1)c1ccc(C(=O)OC)cc1. Reaction SMILES: [CH3:1][O:2][C:3]([c:4]1[cH:5][cH:6][c:7]([C:10]([CH2:11][CH:12]=[CH2:13])([CH2:14][OH:15])[CH2:16][CH:17]=[CH2:18])[cH:8][cH:9]1)=[O:19].[CH3:20][c:21]1[c:22](-[c:29]2[cH:30][cH:31][c:32]([C:35]([F:36])([F:37])[F:38])[cH:33][cH:34]2)[c:23]([CH3:28])[cH:24][c:25]([OH:27])[cH:26]1.[CH3:76][c:77]1[cH:78][cH:79][cH:80][cH:81][cH:82]1.[CH3:83][OH:84].[N:58]([C:59]([N:60]1[CH2:61][CH2:62][CH2:63][CH2:64][CH2:65]1)=[O:66])=[N:67][C:68]([N:69]1[CH2:70][CH2:71][CH2:72][CH2:73][CH2:74]1)=[O:75].[c:39]1([P:40]([c:41]2[cH:42][cH:43][cH:44][cH:45][cH:46]2)[c:47]2[cH:48][cH:49][cH:50][cH:51][cH:52]2)[cH:53][cH:54][cH:55][cH:56][cH:57]1>>[CH3:1][O:2][C:3]([c:4]1[cH:5][cH:6][c:7]([C:10]([CH2:11][CH:12]=[CH2:13])([CH2:14][O:15][c:25]2[cH:24][c:23]([CH3:28])[c:22](-[c:29]3[cH:30][cH:31][c:32]([C:35]([F:36])([F:37])[F:38])[cH:33][cH:34]3)[c:21]([CH3:20])[cH:26]2)[CH2:16][CH:17]=[CH2:18])[cH:8][cH:9]1)=[O:19]. Reactants: C(=CC)C=1C(=C(C=CC1)O)F (propenyl-o-fluorophenol), O=[O+][O-] (ozone), O=O (oxygen), C(C)(=O)O (acetic acid), O=[O+][O-] (ozone), [I-] (iodide), II (iodine), O=[O+][O-] (ozone), [I-].[K+] (potassium iodide), O=[O+][O-].O=O (ozone oxygen), [I-].[K+] (potassium iodide). The solvent is O (water), O (water). Reaction conditions: time 5.5 hour. Yields the product FC1=C(C(C=O)=CC=C1)O (3-fluorosalicylaldehyde). Isolated yield 87.4%. As a reaction SMILES: C([C:4]1[C:5]([F:11])=[C:6]([OH:10])[CH:7]=[CH:8][CH:9]=1)=CC.[I-].[K+].O=[O+][O-].O=O.O=O.O=[O+][O-].[I-].II.[C:27](O)(=[O:29])C>O>[F:11][C:5]1[CH:4]=[CH:9][CH:8]=[C:7]([CH:27]=[O:29])[C:6]=1[OH:10] |f:1.2,3.4|. Procedure: To effect the desired ozonolysis, 87 grams of the propenyl-o-fluorophenol which was prepared above along with 600 grams of glacial acetic acid and 75 grams of water were placed in a 1 liter round bottom flask equipped with a mechanical stirrer, thermometer, gas inlet through a sintered glass sparger and a gas outlet leading to a scrubber containing 400 cc of 2% potassium iodide solution and then to a wet test gas meter. The contents of the flask were cooled to 0° C. under a nitrogen blanket foll... Reactants: CC(C(CC(=O)OC)=O)(C)C (Methyl 4,4-dimethyl-3-oxopentanoate), C(O)(O)=O.NC(=N)N (guanidine carbonate). Run in C(C)O (ethanol). The product is NC1=NC(=CC(=N1)O)C(C)(C)C (2-amino-4-hydroxy-6-tert-butylpyrimidine). The yield is 75.4%. As a reaction SMILES: [CH3:1][C:2]([CH3:11])([CH3:10])[C:3](=O)[CH2:4][C:5](OC)=[O:6].C(=O)(O)O.[NH2:16][C:17]([NH2:19])=[NH:18]>C(O)C>[NH2:19][C:17]1[N:18]=[C:5]([OH:6])[CH:4]=[C:3]([C:2]([CH3:11])([CH3:10])[CH3:1])[N:16]=1 |f:1.2|. Procedure details: Methyl 4,4-dimethyl-3-oxopentanoate (15.82 g) and guanidine carbonate (20.0 g) were mixed in 80 mL of ethanol, and the solution refluxed for 16 hours. The reaction mixture was concentrated to 50 mL by removal of solvent under reduced pressure, and 20 mL of water was added. The remaining mixture was acidified to pH 5 with acetic acid, affording a white precipitate. The precipitate was collected by filtration, washed with water, and dried in a vacuum oven to give 2-amino-4-hydroxy-6-tert-butylpyri... The reactants are O1CC(NC2=C1C=CC=C2)=O (2H-1,4-benzoxazin-3(4H)-one), ClCCCCC(=O)Cl (5-chlorovaleryl chloride). Procedure: Using 2H-1,4-benzoxazin-3(4H)-one (10.0 g) and 5-chlorovaleryl chloride (12.5 g) according to the same method as that of Reference Example 1, the title compound (12.0 g) was obtained as colorless crystals. Yields the product ClCCCCC(=O)C=1C=CC2=C(NC(CO2)=O)C1 (6-(5-Chloropentanoyl)-2H-1,4-benzoxazin-3(4H)-one). Yield: 66.9%. Reaction SMILES: [O:1]1[C:6]2[CH:7]=[CH:8][CH:9]=[CH:10][C:5]=2[NH:4][C:3](=[O:11])[CH2:2]1.[Cl:12][CH2:13][CH2:14][CH2:15][CH2:16][C:17](Cl)=[O:18]>>[Cl:12][CH2:13][CH2:14][CH2:15][CH2:16][C:17]([C:9]1[CH:8]=[CH:7][C:6]2[O:1][CH2:2][C:3](=[O:11])[NH:4][C:5]=2[CH:10]=1)=[O:18]. The reactants are Cl.FC=1C=CC(=C(C1)[C@@H]1N(CCC1)C1=NC=2N(C=C1)N=CC2C(=O)O)OCCN2CCOCC2 ((R)-5-(2-(5-fluoro-2-(2-morpholinoethoxy)phenyl)pyrrolidin-1-yl)pyrazolo[1,5-a]pyrimidine-3-carboxylic acid hydrochloride), [Cl-].[NH4+] (ammonium chloride). Yields the product FC=1C=CC(=C(C1)[C@@H]1N(CCC1)C1=NC=2N(C=C1)N=CC2C(=O)N)OCCN2CCOCC2 ((R)-5-(2-(5-fluoro-2-(2-morpholinoethoxy)phenyl) pyrrolidin-1-yl)pyrazolo[1,5-a]pyrimidine-3-carboxamide). The yield is 91.0%. RXN SMILES: Cl.[F:2][C:3]1[CH:4]=[CH:5][C:6]([O:26][CH2:27][CH2:28][N:29]2[CH2:34][CH2:33][O:32][CH2:31][CH2:30]2)=[C:7]([C@H:9]2[CH2:13][CH2:12][CH2:11][N:10]2[C:14]2[CH:19]=[CH:18][N:17]3[N:20]=[CH:21][C:22]([C:23](O)=[O:24])=[C:16]3[N:15]=2)[CH:8]=1.[Cl-].[NH4+:36]>>[F:2][C:3]1[CH:4]=[CH:5][C:6]([O:26][CH2:27][CH2:28][N:29]2[CH2:34][CH2:33][O:32][CH2:31][CH2:30]2)=[C:7]([C@H:9]2[CH2:13][CH2:12][CH2:11][N:10]2[C:14]2[CH:19]=[CH:18][N:17]3[N:20]=[CH:21][C:22]([C:23]([NH2:36])=[O:24])=[C:16]3[N:15]=2)[CH:8]=1 |f:0.1,2.3|. Procedure details: Prepared by the method described in Example 76, Step F, using ((R)-5-(2-(5-fluoro-2-(2-morpholinoethoxy)phenyl)pyrrolidin-1-yl)pyrazolo[1,5-a]pyrimidine-3-carboxylic acid hydrochloride and ammonium chloride to yield the title compound as a white solid (42.2 mg, 91% yield). MS (apci) m/z=455.1 (M+H).